Dataset: the Open Reaction Database (ORD), a public repository of structured organic reaction records. Task: describe an organic reaction: reactants, conditions, products, and yield Reactants: FC1=C(OC2=C(C=C(C=C2)CS(=O)(=O)C)C2=CN(C3=C(N=C(C=C32)CC)OC)C)C=CC(=C1)F (3-(2-(2,4-difluorophenoxy)-5-(methylsulfonylmethyl)phenyl)-5-ethyl-7-methoxy-1-methyl-1H-pyrrolo[2,3-c]pyridine), Cl (hydrogen chloride), O1CCOCC1 (dioxane). Conditions: temperature 70 celsius. The product is FC1=C(OC2=C(C=C(C=C2)CS(=O)(=O)C)C2=CN(C=3C(NC(=CC32)CC)=O)C)C=CC(=C1)F (3-{2-(2,4-difluorophenoxy)-5-[(methylsulfonyl)methyl]phenyl}-5-ethyl-1-methyl-1,6-dihydro-7H-pyrrolo[2,3-c]pyridin-7-one). Isolated yield 90.3%. RXN SMILES: [F:1][C:2]1[CH:33]=[C:32]([F:34])[CH:31]=[CH:30][C:3]=1[O:4][C:5]1[CH:10]=[CH:9][C:8]([CH2:11][S:12]([CH3:15])(=[O:14])=[O:13])=[CH:7][C:6]=1[C:16]1[C:24]2[C:19](=[C:20]([O:27]C)[N:21]=[C:22]([CH2:25][CH3:26])[CH:23]=2)[N:18]([CH3:29])[CH:17]=1.Cl.O1CCOCC1>>[F:1][C:2]1[CH:33]=[C:32]([F:34])[CH:31]=[CH:30][C:3]=1[O:4][C:5]1[CH:10]=[CH:9][C:8]([CH2:11][S:12]([CH3:15])(=[O:13])=[O:14])=[CH:7][C:6]=1[C:16]1[C:24]2[CH:23]=[C:22]([CH2:25][CH3:26])[NH:21][C:20](=[O:27])[C:19]=2[N:18]([CH3:29])[CH:17]=1. Procedure details: The product from Example 92B (0.04 g, 0.082 mmol) and 4M hydrogen chloride in dioxane (5 mL, 20.00 mmol) were combined, heated at 70° C. for 3 hours, cooled and concentrated. Purification by chromatography (silica gel, 0-4% methanol in dichloromethane) afforded the title compound (0.035 g, 90%). 1H NMR (300 MHz, DMSO-d6) δ ppm 10.87 (s, 1H) 7.58 (d, J=2.03 Hz, 1H) 7.49 (s, 1H) 7.41-7.52 (m, 1H) 7.17-7.28 (m, 2H) 7.05-7.14 (m, 1H) 6.82 (d, J=8.14 Hz, 1H) 6.38 (s, 1H) 4.51 (s, 2H) 4.07 (s, 3H) 2.9... The reactants are COC1=CC=C(C=C1)C(=CCN)C1=CC=C(C=C1)OC (3,3-bis-(4-methoxyphenyl)allylamine), C1(=CC=CC=C1)S(=O)(=O)Cl (benzenesulfonyl chloride). Solvent: N1=CC=CC=C1 (pyridine), C(C)(=O)OCC (ethyl acetate). Reaction conditions: time 5 hour. Yields the product COC1=CC=C(C=C1)C(=CCNS(=O)(=O)C1=CC=CC=C1)C1=CC=C(C=C1)OC (N-[3,3-Bis(4-methoxyphenyl)allyl]benzensulfonamide). The yield is 88.0%. RXN SMILES: [CH3:1][O:2][C:3]1[CH:8]=[CH:7][C:6]([C:9]([C:13]2[CH:18]=[CH:17][C:16]([O:19][CH3:20])=[CH:15][CH:14]=2)=[CH:10][CH2:11][NH2:12])=[CH:5][CH:4]=1.[C:21]1([S:27](Cl)(=[O:29])=[O:28])[CH:26]=[CH:25][CH:24]=[CH:23][CH:22]=1>N1C=CC=CC=1.C(OCC)(=O)C>[CH3:20][O:19][C:16]1[CH:15]=[CH:14][C:13]([C:9]([C:6]2[CH:5]=[CH:4][C:3]([O:2][CH3:1])=[CH:8][CH:7]=2)=[CH:10][CH2:11][NH:12][S:27]([C:21]2[CH:26]=[CH:25][CH:24]=[CH:23][CH:22]=2)(=[O:29])=[O:28])=[CH:18][CH:17]=1. Procedure: 2.69 g of 3,3-bis-(4-methoxyphenyl)allylamine was dissolved in 5 ml of pyridine. To the obtained solution, 1.9 g of benzenesulfonyl chloride was added under icecooling and the mixture was stirred for five hours. After the completion of the reaction, the reaction mixture was dissolved in ethyl acetate and washed with 5% hydrochloric acid and a saturated saline solution successively. The crude product thus obtained was purified by silica gel chromatography in a conventional manner. Thus 3.6 g of t...